Dataset: the Open Reaction Database (ORD), a public repository of structured organic reaction records. Task: describe an organic reaction: reactants, conditions, products, and yield Reactants: COc1cc(Br)c(C=O)cc1OC, CO, COC(OC)OC. Yields the product COc1cc(Br)c(C(OC)OC)cc1OC. Reaction SMILES: [Br:1][c:2]1[cH:3][c:4]([O:12][CH3:13])[c:5]([O:10][CH3:11])[cH:6][c:7]1[CH:8]=[O:9].[CH3:21][OH:22].[CH:14]([O:15][CH3:16])([O:17][CH3:18])[O:19][CH3:20]>>[Br:1][c:2]1[cH:3][c:4]([O:12][CH3:13])[c:5]([O:10][CH3:11])[cH:6][c:7]1[CH:14]([O:17][CH3:18])[O:19][CH3:20]. Yields the product CC1=C(C2=C(N=CN=C2N2CCOCC2)N1COCC[Si](C)(C)C)C=1C=C(C#N)C=CC1 (3-[6-methyl-4-(morpholin-4-yl)-7-{[2-(trimethylsilyl)ethoxy]methyl}-7H-pyrrolo[2,3-d]pyrimidin-5-yl]benzonitrile). Reactants: ClC=1C2=C(N=CN1)N(C(=C2C=2C=C(C#N)C=CC2)C)COCC[Si](C)(C)C (3-(4-chloro-6-methyl-7-{[2-(trimethylsilyl)ethoxy]methyl}-7H-pyrrolo[2,3-d]pyrimidin-5-yl)benzonitrile), N1CCOCC1 (morpholine), C(C)(C)N(C(C)C)CC (N,N-diisopropylethylamine). Solvent: C(CCC)O (n-butanol). Procedure details: To a solution of 3-(4-chloro-6-methyl-7-{[2-(trimethylsilyl)ethoxy]methyl}-7H-pyrrolo[2,3-d]pyrimidin-5-yl)benzonitrile (C7) (140 mg, 0.351 mmol) in n-butanol (5 mL) was added morpholine (30.6 mg, 0.351 mmol) and N,N-diisopropylethylamine (90.9 mg, 0.703 mmol). The reaction mixture was heated at 100° C. for 18 hours, then concentrated in vacuo to provide the product as a yellow solid. Yield: 125 mg, 0.278 mmol, 79%. LCMS m/z 450.3 [M+H+]. Reaction SMILES: Cl[C:2]1[C:3]2[C:10]([C:11]3[CH:12]=[C:13]([CH:16]=[CH:17][CH:18]=3)[C:14]#[N:15])=[C:9]([CH3:19])[N:8]([CH2:20][O:21][CH2:22][CH2:23][Si:24]([CH3:27])([CH3:26])[CH3:25])[C:4]=2[N:5]=[CH:6][N:7]=1.[NH:28]1[CH2:33][CH2:32][O:31][CH2:30][CH2:29]1.C(N(CC)C(C)C)(C)C>C(O)CCC>[CH3:19][C:9]1[N:8]([CH2:20][O:21][CH2:22][CH2:23][Si:24]([CH3:26])([CH3:27])[CH3:25])[C:4]2[N:5]=[CH:6][N:7]=[C:2]([N:28]3[CH2:33][CH2:32][O:31][CH2:30][CH2:29]3)[C:3]=2[C:10]=1[C:11]1[CH:12]=[C:13]([CH:16]=[CH:17][CH:18]=1)[C:14]#[N:15]. Conditions: temperature 100 celsius. Reactants: COC=1C=C(/C=C/C2=NC=3N(C(N(C(C3N2)=O)CCC)=O)CCC)C=CC1OCOC ((E)-8-(3-Methoxy-4-methoxymethoxystyryl)-1,3-dipropylxanthine), [OH-].[Na+] (sodium hydroxide), O (Water), Cl (hydrochloric acid), aqueous solution. The solvent is O1CCCC1 (tetrahydrofuran). Yields the product OC1=C(C=C(/C=C/C2=NC=3N(C(N(C(C3N2)=O)CCC)=O)CCC)C=C1)OC ((E)-8-(4-Hydroxy-3-methoxystyryl)-1,3-dipropylxanthine). The yield is 32.5%. RXN SMILES: [CH3:1][O:2][C:3]1[CH:4]=[C:5]([CH:25]=[CH:26][C:27]=1[O:28]COC)/[CH:6]=[CH:7]/[C:8]1[NH:16][C:15]2[C:14](=[O:17])[N:13]([CH2:18][CH2:19][CH3:20])[C:12](=[O:21])[N:11]([CH2:22][CH2:23][CH3:24])[C:10]=2[N:9]=1.Cl.[OH-].[Na+].O>O1CCCC1>[OH:28][C:27]1[CH:26]=[CH:25][C:5](/[CH:6]=[CH:7]/[C:8]2[NH:16][C:15]3[C:14](=[O:17])[N:13]([CH2:18][CH2:19][CH3:20])[C:12](=[O:21])[N:11]([CH2:22][CH2:23][CH3:24])[C:10]=3[N:9]=2)=[CH:4][C:3]=1[O:2][CH3:1] |f:2.3|. Procedure: Compound 194 (1.00 g, 2.33 mmol) obtained in Reference Example 133 was dissolved in 10 ml of tetrahydrofuran. To the solution was added 6 ml of 2N hydrochloric acid, and the mixture was heated under reflux for one hour. The reaction solution was neutralized with a 2N aqueous solution of sodium hydroxide under ice cooling. Water was added thereto, and the deposited crystals were collected by filtration. The obtained crude crystals were recrystallized from methanol/water to give 291 mg (yield 32%)... Reactants: Cl (hydrochloric acid), O (water), C1=CC=C(C=C1)C(C(=O)C2=CC=CC=C2)O (benzoin resin). Run in solution. The product is C(C1=CC=CC=C1)(=O)O (Benzoic Acid). As a reaction SMILES: C1C=CC(C(O)[C:8]([C:10]2[CH:15]=[CH:14][CH:13]=[CH:12][CH:11]=2)=[O:9])=CC=1.Cl.[OH2:18]>>[C:8]([OH:18])(=[O:9])[C:10]1[CH:15]=[CH:14][CH:13]=[CH:12][CH:11]=1. Procedure: An amount of 25 g of ground Siam benzoin resin was dispersed in 500 ml of a solution (pH of 3) prepared by adding hydrochloric acid to water and was extracted five times by using 20 v/v% of diethylether in a separatory funnel. The combined ether layer was evaporated to remove solvents until the volume thereof reached 5 ml. Benzoic acid with a concentration of 5 g/l was detected by HPLC analysis. Reactants: C(CCC)[Li] (n-butyl lithium), Cl[Si](CCCCCC)(CCCCCC)Cl (dichlorodi-n-hexylsilane), BrC1=C(SC(=C1)[Si](C)(C)C)C=1SC(=CC1Br)[Si](C)(C)C (3,3′-dibromo-5,5′-bis(trimethylsilyl)-2,2′-bithiophene), BrC1=C(SC(=C1)[Si](C)(C)C)C=1SC(=CC1Br)[Si](C)(C)C (3,3′-dibromo-5,5′-bis(trimethylsilyl)-2,2′-bithiophene), O (water). Run in CCCCCC (hexane), O1CCCC1 (tetrahydrofuran). Reaction conditions: temperature -78 celsius. The product is C(CCCCC)[Si]1(C2=C(C3=C1C=CS3)SC=C2)CCCCCC (4,4-di-n-hexyl-dithieno[3,2-b:2′,3′-d]silole). The yield is 92.5%. As a reaction SMILES: Br[C:2]1[CH:6]=[C:5]([Si](C)(C)C)[S:4][C:3]=1[C:11]1[S:12][C:13]([Si](C)(C)C)=[CH:14][C:15]=1Br.C([Li])CCC.Cl[Si:27](Cl)([CH2:34][CH2:35][CH2:36][CH2:37][CH2:38][CH3:39])[CH2:28][CH2:29][CH2:30][CH2:31][CH2:32][CH3:33].O>O1CCCC1.CCCCCC>[CH2:34]([Si:27]1([CH2:28][CH2:29][CH2:30][CH2:31][CH2:32][CH3:33])[C:2]2[CH:6]=[CH:5][S:4][C:3]=2[C:11]2[S:12][CH:13]=[CH:14][C:15]1=2)[CH2:35][CH2:36][CH2:37][CH2:38][CH3:39]. Procedure details: 3,3′-dibromo-5,5′-bis(trimethylsilyl)-2,2′-bithiophene (Compound E4, synthesized in accordance with WO 2010/136353, 10.0 g) was placed in a 200 mL four-necked flask in a nitrogen atmosphere, and dissolved in tetrahydrofuran (150 mL). This was cooled to −78° C., and a solution of n-butyl lithium in hexane (KANTO CHEMICAL CO., INC., 1.64 M, 27.5 mL) was added dropwise. After about 30 minutes of agitation, dichlorodi-n-hexylsilane (5.7 g) was added dropwise. The temperature was gradually raised to ...